The task is: describe an organic reaction: reactants, conditions, products, and yield. This data is from the Open Reaction Database (ORD), a public repository of structured organic reaction records. The reactants are C1CCOC1, CCN(C(C)C)C(C)C, O=C(Cl)c1ccc(F)cc1, NNc1cccc(C(F)(F)F)n1, O. Product: O=C(NNc1cccc(C(F)(F)F)n1)c1ccc(F)cc1. As a reaction SMILES: [CH2:33]1[O:34][CH2:35][CH2:36][CH2:37]1.[CH:23]([N:24]([CH:25]([CH3:26])[CH3:27])[CH2:28][CH3:29])([CH3:30])[CH3:31].[F:13][c:14]1[cH:15][cH:16][c:17]([C:18](=[O:19])[Cl:20])[cH:21][cH:22]1.[F:1][C:2]([c:3]1[cH:4][cH:5][cH:6][c:7]([NH:9][NH2:10])[n:8]1)([F:11])[F:12].[OH2:32]>>[F:1][C:2]([c:3]1[cH:4][cH:5][cH:6][c:7]([NH:9][NH:10][C:18]([c:17]2[cH:16][cH:15][c:14]([F:13])[cH:22][cH:21]2)=[O:19])[n:8]1)([F:11])[F:12]. The reactants are FC1=C(C(=O)C(C(=O)OCC)=CNN(C)C(=O)OC(C)(C)C)C=C(C(=C1F)F)F (ethyl 2-(2,3,4,5-tetrafluorobenzoyl)-3-(2-tert-butoxycarbonyl-2-methylhydrazino)acrylate), [F-].[K+] (potassium fluoride), ice water. The solvent is CN(C=O)C (dimethylformamide). Yields the product FC=1C=C2C(C(=CN(C2=C(C1F)F)NC)C(=O)OCC)=O (ethyl 6,7,8-trifluoro-1-methylamino-1,4-dihydro-4-oxoquinoline-3-carboxylate). Yield: 87.5%. As a reaction SMILES: F[C:2]1[C:26]([F:27])=[C:25]([F:28])[C:24]([F:29])=[CH:23][C:3]=1[C:4]([C:6](=[CH:12][NH:13][N:14](C(OC(C)(C)C)=O)[CH3:15])[C:7]([O:9][CH2:10][CH3:11])=[O:8])=[O:5].[F-].[K+]>CN(C)C=O>[F:27][C:26]1[CH:2]=[C:3]2[C:23](=[C:24]([F:29])[C:25]=1[F:28])[N:13]([NH:14][CH3:15])[CH:12]=[C:6]([C:7]([O:9][CH2:10][CH3:11])=[O:8])[C:4]2=[O:5] |f:1.2|. Reported procedure: A mixture of ethyl 2-(2,3,4,5-tetrafluorobenzoyl)-3-(2-tert-butoxycarbonyl-2-methylhydrazino)acrylate (2.00 g) and potassium fluoride (0.31 g) in dimethylformamide(5 ml) was heated at 60°~65° C. for one hour, and refluxed for 5 hours. The mixture was poured into ice-water (60 ml) to give a solid. The solid was collected by filtration and dried over phosphorus pentaoxide under reduced pressure to give ethyl 6,7,8-trifluoro-1-methylamino-1,4-dihydro-4-oxoquinoline-3-carboxylate (1.25 g). Reactants: CC(C)(C)OC(=O)NC1CCCC(CO)C1, ClCCl, Cl, C1COCCO1. Yields the product NC1CCCC(CO)C1. As a reaction SMILES: [C:1]([O:2][C:3](=[O:4])[NH:7][CH:8]1[CH2:9][CH:10]([CH2:14][OH:15])[CH2:11][CH2:12][CH2:13]1)([CH3:5])([CH3:6])[CH3:16].[Cl:18][CH2:19][Cl:20].[ClH:17].[O:21]1[CH2:22][CH2:23][O:24][CH2:25][CH2:26]1>>[NH2:7][CH:8]1[CH2:9][CH:10]([CH2:14][OH:15])[CH2:11][CH2:12][CH2:13]1.